Task: describe an organic reaction: reactants, conditions, products, and yield. Dataset: the Open Reaction Database (ORD), a public repository of structured organic reaction records Reactants: BrC1=C(C=C(S1)C(C(=O)O)(C)C)C (2-(5-bromo-4-methyl-2-thienyl)-2-methylpropanoic acid), CN(C=O)C (dimethylformamide), N1CCCC1 (Pyrrolidine), C(C(=O)Cl)(=O)Cl (oxalyl chloride). Run in ClCCl (dichloromethane), C(C)(=O)OCC (ethyl acetate). Reaction conditions: time 2 hour. Product: BrC1=C(C=C(S1)C(C(=O)N1CCCC1)(C)C)C (1-[2-(5-bromo-4-methyl-2-thienyl)-2-methylpropanoyl]pyrrolidine). Reaction SMILES: [Br:1][C:2]1[S:6][C:5]([C:7]([CH3:12])([CH3:11])[C:8]([OH:10])=O)=[CH:4][C:3]=1[CH3:13].CN(C)C=O.C(Cl)(=O)C(Cl)=O.[NH:25]1[CH2:29][CH2:28][CH2:27][CH2:26]1>ClCCl.C(OCC)(=O)C>[Br:1][C:2]1[S:6][C:5]([C:7]([CH3:12])([CH3:11])[C:8]([N:25]2[CH2:29][CH2:28][CH2:27][CH2:26]2)=[O:10])=[CH:4][C:3]=1[CH3:13]. Procedure details: To a mixture of the 2-(5-bromo-4-methyl-2-thienyl)-2-methylpropanoic acid in dichloromethane (10 ml) with a catalytic amount of dimethylformamide was added oxalyl chloride (0.30 ml, 0.34 mmol). The mixture was allowed to stir at ambient temperature for 2 hours. The solvent was evaporated and the crude acid chloride dried under vacuum. The crude acid chloride was dissolved in dichloromethane (10 ml) and cooled in an ice-bath. Pyrrolidine (1.2 ml, 14 mmol) was added and the mixture was allowed to ... Starting materials: FC1=CC=C(CN2CCN(CC2)C(C(=O)O)CNS(=O)(=O)C2=CC=C(C=C2)OCC2=CC(=NC3=CC=CC=C23)C)C=C1 (4-(4-fluorobenzyl)-piperazin-1-yl-3-(4-(2-methylquinolin-4-ylmethoxy)benzenesulfonylamino]propanoic acid), FC1=CC=C(CN2CCN(CC2)[C@H](C(=O)NO)CNS(=O)(=O)C2=CC=C(C=C2)OCC2=CC(=NC3=CC=CC=C23)C)C=C1 ((S)-2-[4-(4-fluorobenzyl)piperazin-1-yl]-N-hydroxy-3-[4-(2-methylquinolin-4-ylmethoxy)benzenesulfonylamino]propionamide). Product: FC1=CC=C(CN2CCN(CC2)C(C(=O)NO)CNS(=O)(=O)C2=CC=C(C=C2)OCC2=CC(=NC3=CC=CC=C23)C)C=C1 (4-(4-Fluorobenzyl)piperazin-1-yl-N-hydroxy-3-[4-(2-methylquinolin-4-ylmethoxy)benzenesulfonylamino]propionamide). RXN SMILES: FC1C=CC(CN2CCN(C(CNS(C3C=CC(OCC4C5C(=CC=CC=5)N=C(C)C=4)=CC=3)(=O)=O)C(O)=O)CC2)=CC=1.[F:43][C:44]1[CH:85]=[CH:84][C:47]([CH2:48][N:49]2[CH2:54][CH2:53][N:52]([C@@H:55]([CH2:60][NH:61][S:62]([C:65]3[CH:70]=[CH:69][C:68]([O:71][CH2:72][C:73]4[C:82]5[C:77](=[CH:78][CH:79]=[CH:80][CH:81]=5)[N:76]=[C:75]([CH3:83])[CH:74]=4)=[CH:67][CH:66]=3)(=[O:64])=[O:63])[C:56]([NH:58][OH:59])=[O:57])[CH2:51][CH2:50]2)=[CH:46][CH:45]=1>>[F:43][C:44]1[CH:45]=[CH:46][C:47]([CH2:48][N:49]2[CH2:54][CH2:53][N:52]([CH:55]([CH2:60][NH:61][S:62]([C:65]3[CH:66]=[CH:67][C:68]([O:71][CH2:72][C:73]4[C:82]5[C:77](=[CH:78][CH:79]=[CH:80][CH:81]=5)[N:76]=[C:75]([CH3:83])[CH:74]=4)=[CH:69][CH:70]=3)(=[O:63])=[O:64])[C:56]([NH:58][OH:59])=[O:57])[CH2:51][CH2:50]2)=[CH:84][CH:85]=1. Procedure: In a manner analogous to example 3.8, using 990 mg (1.7 mmol) of (S)-2-[4-(4-fluorobenzyl)-piperazin-1-yl-3-(4-(2-methylquinolin-4-ylmethoxy)benzenesulfonylamino]propanoic acid, 330 mg (33%) of (S)-2-[4-(4-fluorobenzyl)piperazin-1-yl]-N-hydroxy-3-[4-(2-methylquinolin-4-ylmethoxy)benzenesulfonylamino]propionamide are obtained in the form of a white solid with a melting point of 180° C. The reactants are O (water), O.[OH-].[Li+] (lithium hydroxide monohydrate), COC(=O)C=1N=C(SC1)NC(=O)OC(C)(C)C (2-tert-Butoxycarbonylamino-thiazole-4-carboxylic acid methyl ester). Run in O1CCCC1 (tetrahydrofuran). Run at time 8 hour. The product is C(C)(C)(C)OC(=O)NC=1SC=C(N1)C(=O)O (2-tert-butoxycarbonylamino-thiazole-4-carboxylic acid). Yield: 70.9%. Reaction SMILES: C[O:2][C:3]([C:5]1[N:6]=[C:7]([NH:10][C:11]([O:13][C:14]([CH3:17])([CH3:16])[CH3:15])=[O:12])[S:8][CH:9]=1)=[O:4].O.O.[OH-].[Li+]>O1CCCC1>[C:14]([O:13][C:11]([NH:10][C:7]1[S:8][CH:9]=[C:5]([C:3]([OH:4])=[O:2])[N:6]=1)=[O:12])([CH3:17])([CH3:15])[CH3:16] |f:2.3.4|. Reported procedure: 2-tert-Butoxycarbonylamino-thiazole-4-carboxylic acid methyl ester (15.5 g, 60.01 mmol) was dissolved in 4:1 tetrahydrofuran:water (300 mL) followed by the addition of lithium hydroxide monohydrate (5.29 g, 126.07 mmol). The solution was stirred overnight at room temperature. Tetrahydrofuran was removed under vacuum and the salt was neutralized with 2.0 N aqueous hydrochloric acid. The resulting precipitate was filtered and dried to give 2-tert-butoxycarbonylamino-thiazole-4-carboxylic acid (10.... As a reaction SMILES: [F:1][C:2]1[C:7]([F:8])=[CH:6][CH:5]=[CH:4][C:3]=1[C@H:9]1[CH2:15][NH:14][C:13](=O)[C@H:12]([NH:17][C:18](=[O:24])[O:19][C:20]([CH3:23])([CH3:22])[CH3:21])[CH2:11][CH2:10]1.C[Si](C)(C)[C:27]#[N:28].C(=O)(O)[O-].[Na+]>O1CCCC1.[H-].[Cl-].[CH-]1C=CC=C1.[CH-]1C=CC=C1.[Zr+2]>[C:27]([CH:13]1[C@H:12]([NH:17][C:18](=[O:24])[O:19][C:20]([CH3:23])([CH3:22])[CH3:21])[CH2:11][CH2:10][C@@H:9]([C:3]2[CH:4]=[CH:5][CH:6]=[C:7]([F:8])[C:2]=2[F:1])[CH2:15][NH:14]1)#[N:28] |f:2.3,5.6.7.8.9|. Run at time 15 minute. Run in O1CCCC1 (tetrahydrofuran), O1CCCC1 (tetrahydrofuran). Yields the product C(#N)C1NC[C@@H](CC[C@H]1NC(OC(C)(C)C)=O)C1=C(C(=CC=C1)F)F (tert-Butyl [(3R,6S)-2-cyano-6-(2,3-difluorophenyl)azepan-3-yl]carbamate). Reagents/catalysts: [H-].[Cl-].[CH-]1C=CC=C1.[CH-]1C=CC=C1.[Zr+2] (zirconocene chloride hydride). Starting materials: FC1=C(C=CC=C1F)[C@@H]1CC[C@H](C(NC1)=O)NC(OC(C)(C)C)=O (tert-butyl [(3R,6S)-6-(2,3-difluorophenyl)-2-oxoazepan-3-yl]carbamate), C[Si](C#N)(C)C (trimethylsilanecarbonitrile), C([O-])(O)=O.[Na+] (sodium bicarbonate). Procedure: A solution of tert-butyl [(3R,6S)-6-(2,3-difluorophenyl)-2-oxoazepan-3-yl]carbamate (0.67 g, 1.97 mmol) in tetrahydrofuran (10 mL) was slowly added to a solution of zirconocene chloride hydride (0.76 g, 2.95 mmol) in tetrahydrofuran (5.0 mL) at −20° C. After 15 min, the mixture was allowed to warm to ambient temperature. After 3 h, trimethylsilanecarbonitrile (1.31 mL, 9.84 mmol) was added. After 16 h, saturated aqueous sodium bicarbonate was added and the mixture was extracted with dichlorometh... Reactants: C(C)OC(CN1CCC(CC1)C(C)N1C(=C(C2=CC=CC=C12)C(NCC=1C(NC(=CC1OC)C)=O)=O)C)=O (ethyl-2-(4-(1-(3-((4-methoxy-6-methyl-2-oxo-1,2-dihydropyridin-3-yl)methylcarbamoyl)-2-methyl-1H-indol-1-yl)ethyl)piperidin-1-yl)acetate), C(C)OC(CN1CCC(CC1)C(C)N1C(=C(C2=CC=CC=C12)C(NCC=1C(NC(=CC1OC)C)=O)=O)C)=O (ethyl-2-(4-(1-(3-((4-methoxy-6-methyl-2-oxo-1,2-dihydropyridin-3-yl)methylcarbamoyl)-2-methyl-1H-indol-1-yl)ethyl)piperidin-1-yl)acetate), C1CCOC1 (THF), CO (MeOH), O.[OH-].[Li+] (lithium hydroxide monohydrate). The solvent is O (water). Product: COC1=C(C(NC(=C1)C)=O)CNC(=O)C1=C(N(C2=CC=CC=C12)C(C)C1CCN(CC1)CC(=O)O)C (2-(4-(1-(3-((4-methoxy-6-methyl-2-oxo-1,2-dihydropyridin-3-yl)methylcarbamoyl)-2-methyl-1H-indol-1-yl)ethyl)piperidin-1-yl) acetic acid). Isolated yield 81.8%. Reaction SMILES: C([O:3][C:4](=[O:38])[CH2:5][N:6]1[CH2:11][CH2:10][CH:9]([CH:12]([N:14]2[C:22]3[C:17](=[CH:18][CH:19]=[CH:20][CH:21]=3)[C:16]([C:23](=[O:36])[NH:24][CH2:25][C:26]3[C:27](=[O:35])[NH:28][C:29]([CH3:34])=[CH:30][C:31]=3[O:32][CH3:33])=[C:15]2[CH3:37])[CH3:13])[CH2:8][CH2:7]1)C.C1COCC1.CO.O.[OH-].[Li+]>O>[CH3:33][O:32][C:31]1[CH:30]=[C:29]([CH3:34])[NH:28][C:27](=[O:35])[C:26]=1[CH2:25][NH:24][C:23]([C:16]1[C:17]2[C:22](=[CH:21][CH:20]=[CH:19][CH:18]=2)[N:14]([CH:12]([CH:9]2[CH2:8][CH2:7][N:6]([CH2:5][C:4]([OH:38])=[O:3])[CH2:11][CH2:10]2)[CH3:13])[C:15]=1[CH3:37])=[O:36] |f:3.4.5|. Procedure: To a round bottomed flask was charged with a magnetic stir bar was added (R or S)-ethyl-2-(4-(1-(3-((4-methoxy-6-methyl-2-oxo-1,2-dihydropyridin-3-yl)methylcarbamoyl)-2-methyl-1H-indol-1-yl)ethyl)piperidin-1-yl)acetate (Compound 363) (69 mg, 0.132 mmol), THF (1.5 mL), MeOH (1.5 mL), and water (0.75 mL). To this solution was added lithium hydroxide monohydrate (5.54 mg, 0.132 mmol) and the reaction stirred at room temperature for 1H. The organics were removed under reduced pressure and the result... The reactants are C=CCOC1CC(N)c2cc(Br)ccc21, C=CCOC1CC(N)c2cc(OCCC)ccc21, CC(C)(C)OC(=O)NC(Cc1cc(F)cc(F)c1)C1CO1. Product: C=CCOC1CC(NCC(O)C(Cc2cc(F)cc(F)c2)NC(=O)OC(C)(C)C)c2cc(Br)ccc21. As a reaction SMILES: [CH2:19]([CH:20]=[CH2:21])[O:22][CH:23]1[CH2:24][CH:25]([NH2:33])[c:26]2[cH:27][c:28]([Br:32])[cH:29][cH:30][c:31]21.[CH2:1]([O:2][CH:3]1[c:4]2[c:5]([cH:6][c:7]([O:8][CH2:9][CH2:10][CH3:11])[cH:12][cH:13]2)[CH:14]([NH2:15])[CH2:16]1)[CH:17]=[CH2:18].[F:34][c:35]1[cH:36][c:37]([CH2:42][CH:43]([CH:44]2[O:45][CH2:46]2)[NH:47][C:48]([O:49][C:50]([CH3:51])([CH3:52])[CH3:53])=[O:54])[cH:38][c:39]([F:41])[cH:40]1>>[CH2:19]([CH:20]=[CH2:21])[O:22][CH:23]1[CH2:24][CH:25]([NH:33][CH2:46][CH:44]([CH:43]([CH2:42][c:37]2[cH:36][c:35]([F:34])[cH:40][c:39]([F:41])[cH:38]2)[NH:47][C:48]([O:49][C:50]([CH3:51])([CH3:52])[CH3:53])=[O:54])[OH:45])[c:26]2[cH:27][c:28]([Br:32])[cH:29][cH:30][c:31]21.